Task: describe an organic reaction: reactants, conditions, products, and yield. Dataset: the Open Reaction Database (ORD), a public repository of structured organic reaction records Conditions: temperature -78 celsius. Reactants: Cl (HCl), BrC1=C(C=C(C=C1)F)COC(C)OCC (1-bromo-2-(1-ethoxy-ethoxymethyl)-4-fluoro-benzene), B(OC)(OC)OC (trimethyl borate), C(CCC)[Li] (butyl lithium). Reaction SMILES: Br[C:2]1[CH:7]=[CH:6][C:5]([F:8])=[CH:4][C:3]=1[CH2:9][O:10]C(OCC)C.C([Li])CCC.[B:21](OC)(OC)[O:22]C.Cl>C1COCC1>[F:8][C:5]1[CH:6]=[CH:7][C:2]2[B:21]([OH:22])[O:10][CH2:9][C:3]=2[CH:4]=1. The yield is 70.9%. Yields the product FC1=CC2=C(B(OC2)O)C=C1 (5-Fluoro-3H-benzo[c][1,2]oxaborol-1-ol). Solvent: C1CCOC1 (THF). Procedure details: Dissolve 1-bromo-2-(1-ethoxy-ethoxymethyl)-4-fluoro-benzene(5.4 g, 19.5 mmol) in dry THF (100 mL) and cool to −78° C. under nitrogen. Add butyl lithium (2.5M in Hexanes, 10.2 mL, 25.4 mmol) dropwise at −78° C. Upon complete addition, stir the reaction at −78° C. for 10 minutes and then add trimethyl borate (4.4 mL, 39 mmol) and warm the reaction to room temperature. Pour the reaction into 1N HCl (100 mL) and stir for 1 hour. Extract the biphasic mixture with ether three times. Dry the combined o... Starting materials: CCOC(=N)CS(=O)(=O)c1ccccc1, ClC(Cl)Cl, Cl, NNC(=O)c1ccccc1F. The product is NC(CS(=O)(=O)c1ccccc1)=NNC(=O)c1ccccc1F. RXN SMILES: [CH2:2]([O:3][C:5]([CH2:6][S:7](=[O:8])(=[O:9])[c:10]1[cH:11][cH:12][cH:13][cH:14][cH:15]1)=[NH:16])[CH3:4].[CH:28]([Cl:29])([Cl:30])[Cl:31].[ClH:1].[F:17][c:18]1[c:19]([C:20](=[O:21])[NH:22][NH2:23])[cH:24][cH:25][cH:26][cH:27]1>>[C:5]([CH2:6][S:7](=[O:8])(=[O:9])[c:10]1[cH:11][cH:12][cH:13][cH:14][cH:15]1)([NH2:16])=[N:23][NH:22][C:20]([c:19]1[c:18]([F:17])[cH:27][cH:26][cH:25][cH:24]1)=[O:21]. Starting materials: FC=1C=C(C=NC1)C#CN1C2=C(C=3C=C(C=CC13)C)CN(CC2)C (5-(5-fluoro-pyridin-3-ylethynyl)-2,8-dimethyl-2,3,4,5-tetrahydro-1H-pyrido[4,3-b]indole), C(=O)[O-].[NH4+] (ammonium formate). The reagents and catalysts are [Pd] (Pd—C). Run in CO (MeOH). Reaction conditions: temperature 75 celsius, time 1 hour. The product is FC=1C=C(C=NC1)CCN1C2=C(C=3C=C(C=CC13)C)CN(CC2)C (5-[2-(5-fluoro-pyridin-3-yl)-ethyl]-2,8-dimethyl-2,3,4,5-tetrahydro-1H-pyrido[4,3-b]indole). As a reaction SMILES: [F:1][C:2]1[CH:3]=[C:4]([C:8]#[C:9][N:10]2[C:18]3[CH:17]=[CH:16][C:15]([CH3:19])=[CH:14][C:13]=3[C:12]3[CH2:20][N:21]([CH3:24])[CH2:22][CH2:23][C:11]2=3)[CH:5]=[N:6][CH:7]=1.C([O-])=O.[NH4+]>CO.[Pd]>[F:1][C:2]1[CH:3]=[C:4]([CH2:8][CH2:9][N:10]2[C:18]3[CH:17]=[CH:16][C:15]([CH3:19])=[CH:14][C:13]=3[C:12]3[CH2:20][N:21]([CH3:24])[CH2:22][CH2:23][C:11]2=3)[CH:5]=[N:6][CH:7]=1 |f:1.2|. Procedure details: To a degassed solution of 5-(5-fluoro-pyridin-3-ylethynyl)-2,8-dimethyl-2,3,4,5-tetrahydro-1H-pyrido[4,3-b]indole (60 mg, 0.188 mmol) in MeOH (3 mL) were added 10% dry Pd—C (35 mg) and ammonium formate (59 mg, 0.940 mmol). The reaction mixture was stirred at 75° C. for 1 h. The reaction mass was filtered through Celite and the filtrate concentrated under reduced pressure to afford crude product, which was purified by reverse phase HPLC to yield 5-[2-(5-fluoro-pyridin-3-yl)-ethyl]-2,8-dimethyl-2,... The reactants are ClC=1N(C(C(=C(N1)C1=CC=NC=C1)NC(C1=CC=CC=C1)=O)=O)C (N-(2-Chloro-1-methyl-6-oxo-4-pyridin-4-yl-1,6-dihydro-pyrimidin-5-yl)-benzamide), C1(=CC=CC=C1)C[C@@H](CN)N (3-phenyl-propane-1,2(S)-diamine), C(C)(C)N(CC)C(C)C (diisopropylethylamine). Yields the product N[C@H](CNC=1N(C(C(=C(N1)C1=CC=NC=C1)NC(C1=CC=CC=C1)=O)=O)C)CC1=CC=CC=C1 (N-[2-(2(S)-Amino-3-phenyl-propylamino)-1-methyl-6-oxo-4-pyridin-4-yl-1,6-dihydro-pyrimidin-5-yl]-benzamide). RXN SMILES: Cl[C:2]1[N:3]([CH3:24])[C:4](=[O:23])[C:5]([NH:14][C:15](=[O:22])[C:16]2[CH:21]=[CH:20][CH:19]=[CH:18][CH:17]=2)=[C:6]([C:8]2[CH:13]=[CH:12][N:11]=[CH:10][CH:9]=2)[N:7]=1.[C:25]1([CH2:31][C@H:32]([NH2:35])[CH2:33][NH2:34])[CH:30]=[CH:29][CH:28]=[CH:27][CH:26]=1.C(N(C(C)C)CC)(C)C>>[NH2:35][C@@H:32]([CH2:31][C:25]1[CH:30]=[CH:29][CH:28]=[CH:27][CH:26]=1)[CH2:33][NH:34][C:2]1[N:3]([CH3:24])[C:4](=[O:23])[C:5]([NH:14][C:15](=[O:22])[C:16]2[CH:21]=[CH:20][CH:19]=[CH:18][CH:17]=2)=[C:6]([C:8]2[CH:13]=[CH:12][N:11]=[CH:10][CH:9]=2)[N:7]=1. Procedure details: N-(2-Chloro-1-methyl-6-oxo-4-pyridin-4-yl-1,6-dihydro-pyrimidin-5-yl)-benzamide (0.07 mmol) was stirred as a solution with 3-phenyl-propane-1,2(S)-diamine (0.15 mmol) and diisopropylethylamine (0.1 mmol) at 0° C. for 2 h. The material was purified on reverse phase HPLC. M+1=455. Reactants: C=1C=CC2=C(C1)N=NN2O (HOBT), C(CCl)Cl (EDC), C(C1=CC=CC=C1)(=O)N[C@H](C(=O)N(CC1=CC=CC=C1)CC(=O)O)C(C)C (((2(S)-Benzoylamino-3-methylbutyryl)benzylamino)acetic Acid), C(C)(C)(C)OC(C([C@@H](C(O)C=1OC=C(N1)C1=C(C=CC=C1Cl)Cl)C(=O)OCC=C)N)=O (3(S)-(Allyloxycarbonyl)-amino-4-((2,6-dichloro-phenyl)oxazol-2-yl)-4-hydroxy-butyric Acid tert-Butyl Ester), C(CCC)[SnH](CCCC)CCCC (tri-n-butyl tin hydride). The reagents and catalysts are [Pd](Cl)Cl.C1(=CC=CC=C1)P(C1=CC=CC=C1)C1=CC=CC=C1.C1(=CC=CC=C1)P(C1=CC=CC=C1)C1=CC=CC=C1 (bis(triphenylphosphine) palladium dichloride). The solvent is CN(C)C=O (DMF), C(Cl)Cl (CH2Cl2). Run at temperature 0 celsius, time 8 hour. The product is C(C)(C)(C)OC(C[C@@H](C(O)C=1OC=C(N1)C1=C(C=CC=C1Cl)Cl)NC(CN(CC1=CC=CC=C1)C([C@H](C(C)C)NC(C1=CC=CC=C1)=O)=O)=O)=O (3(S)-(2-((2(S)-Benzoylamino-3-methylbutyryl)benzylamino)acetylamino)-4-(4-(2,6-dichlorophenyl)-oxazol-2-yl)-4-hydroxybutyric Acid tert-Butyl Ester). Yield: 26.1%. As a reaction SMILES: [C:1]([NH:9][C@@H:10]([CH:25]([CH3:27])[CH3:26])[C:11]([N:13]([CH2:21][C:22](O)=[O:23])[CH2:14][C:15]1[CH:20]=[CH:19][CH:18]=[CH:17][CH:16]=1)=[O:12])(=[O:8])[C:2]1[CH:7]=[CH:6][CH:5]=[CH:4][CH:3]=1.[C:28]([O:32][C:33](=[O:58])[CH:34](N)[C@H:35](C(OCC=C)=O)[CH:36]([C:38]1[O:39][CH:40]=[C:41]([C:43]2[C:48]([Cl:49])=[CH:47][CH:46]=[CH:45][C:44]=2[Cl:50])[N:42]=1)[OH:37])([CH3:31])([CH3:30])[CH3:29].C([SnH](CCCC)CCCC)CCC.C1C=CC2N(O)N=[N:78]C=2C=1.C(Cl)CCl>[Pd](Cl)Cl.C1(P(C2C=CC=CC=2)C2C=CC=CC=2)C=CC=CC=1.C1(P(C2C=CC=CC=2)C2C=CC=CC=2)C=CC=CC=1.CN(C=O)C.C(Cl)Cl>[C:28]([O:32][C:33](=[O:58])[CH2:34][C@H:35]([NH:78][C:22](=[O:23])[CH2:21][N:13]([C:11](=[O:12])[C@@H:10]([NH:9][C:1](=[O:8])[C:2]1[CH:3]=[CH:4][CH:5]=[CH:6][CH:7]=1)[CH:25]([CH3:27])[CH3:26])[CH2:14][C:15]1[CH:16]=[CH:17][CH:18]=[CH:19][CH:20]=1)[CH:36]([C:38]1[O:39][CH:40]=[C:41]([C:43]2[C:48]([Cl:49])=[CH:47][CH:46]=[CH:45][C:44]=2[Cl:50])[N:42]=1)[OH:37])([CH3:31])([CH3:30])[CH3:29] |f:5.6.7|. Procedure details: To a suspension of compound 704 (318 mg, 0.86 mmol) and compound 707 (370 mg, 0.78 mmol) in 1:1 CH2Cl2 :DMF (8.0 mL) was added bis(triphenylphosphine) palladium dichloride (10 mg), followed by the dropwise addition of tri-n-butyl tin hydride (320 μL, 1.19 mmol). After the addition was complete, HOBT (212 mg, 1.57 mmol) was added and the reaction was cooled to 0° C. added EDC (180 mg, 0.94 mmol) was added and the reaction allowed to warm to rt and stir overnight. The reaction was concentrated in ... Starting materials: NC1=CC=CC2=C1C(C1=C(NC2=O)C=CC=C1)=O (10-amino-5,6-dihydro-11H-dibenzo(b,e)azepine-6,11-dione), [H-].[Na+] (sodium hydride), O (water), CI (methyl iodide). Run in CN(C=O)C (dimethylformamide). The product is NC1=CC=CC2=C1C(C1=C(N(C2=O)C)C=CC=C1)=O (10-amino-5-methyl-5,6-dihydro-11H-dibenzo(b,e)azepine-6,11-dione). RXN SMILES: [NH2:1][C:2]1[C:7]2[C:8](=[O:18])[C:9]3[CH:17]=[CH:16][CH:15]=[CH:14][C:10]=3[NH:11][C:12](=[O:13])[C:6]=2[CH:5]=[CH:4][CH:3]=1.[H-].[Na+].[CH3:21]I.O>CN(C)C=O>[NH2:1][C:2]1[C:7]2[C:8](=[O:18])[C:9]3[CH:17]=[CH:16][CH:15]=[CH:14][C:10]=3[N:11]([CH3:21])[C:12](=[O:13])[C:6]=2[CH:5]=[CH:4][CH:3]=1 |f:1.2|. Procedure details: To 5 g 10-amino-5,6-dihydro-11H-dibenzo(b,e)azepine-6,11-dione in 25 ml dimethylformamide are added 0.8 g 60% sodium hydride in mineral oil and then 1.5 ml methyl iodide. After leaving for 24 hours at ambient temperature, with stirring, the mixture is poured into water, filtered and dried: melting point 171°-3° C. (water). Reactants: C(C)(C)(C)OC(=O)N[C@@H]1CN(CC(C1)=CC)C(=O)OCC1=CC=CC=C1 ((S)-benzyl 3-(tert-butoxycarbonylamino)-5-ethylidenepiperidine-1-carboxylate), CCN(C(C)C)C(C)C (DIPEA), ClC1=C(C=NC=C1)[N+](=O)[O-] (4-chloro-3-nitropyridine). The reagents and catalysts are [Pd] (Pd/C). Solvent: C(C)O (ethanol), CCOC(=O)C (EtOAc). Run at time 45 minute. Product: C(C)[C@@H]1C[C@@H](CN(C1)C1=C(C=NC=C1)[N+](=O)[O-])NC(OC(C)(C)C)=O (tert-butyl (3S,5R)-5-ethyl-1-(3-nitropyridin-4-yl)piperidin-3-ylcarbamate). Yield: 91.0%. As a reaction SMILES: [C:1]([O:5][C:6]([NH:8][C@H:9]1[CH2:14][C:13](=[CH:15][CH3:16])[CH2:12][N:11]([C:17](OCC2C=CC=CC=2)=O)[CH2:10]1)=[O:7])([CH3:4])([CH3:3])[CH3:2].CCN(C(C)C)C(C)C.ClC1[CH:42]=[CH:41][N:40]=[CH:39][C:38]=1[N+:43]([O-:45])=[O:44]>C(O)C.CCOC(C)=O.[Pd]>[CH2:15]([C@H:13]1[CH2:12][N:11]([C:17]2[CH:42]=[CH:41][N:40]=[CH:39][C:38]=2[N+:43]([O-:45])=[O:44])[CH2:10][C@@H:9]([NH:8][C:6](=[O:7])[O:5][C:1]([CH3:2])([CH3:3])[CH3:4])[CH2:14]1)[CH3:16]. Reported procedure: To a solution of (S)-benzyl 3-(tert-butoxycarbonylamino)-5-ethylidenepiperidine-1-carboxylate (1 eq) in 5.5 mL of ethanol and 5.5 mL of EtOAc was added 10% Pd/C (0.1 eq). The resulting suspension was stirred at H2 atmosphere for 45 minutes. The crude solids were filtered through a pad of Celite on a paper lined Buchner funnel, washed with MeOH, then concentrated in vacuo. The residue was dissolved in 1.4 mL of isopropanol and DIPEA (2.5 eq) and 4-chloro-3-nitropyridine (1.5 eq) were added. The r... The reactants are BrC(Br)(Br)Br, O=C(CC1CCCCC1)Nc1ccccc1CCO, ClC(Cl)Cl, ClCCl, c1ccc(P(c2ccccc2)c2ccccc2)cc1. The product is O=C(CC1CCCCC1)Nc1ccccc1CCBr. Reaction SMILES: [C:39]([Br:40])([Br:41])([Br:42])[Br:43].[CH:1]1([CH2:7][C:8](=[O:9])[NH:10][c:11]2[c:12]([CH2:17][CH2:18][OH:19])[cH:13][cH:14][cH:15][cH:16]2)[CH2:2][CH2:3][CH2:4][CH2:5][CH2:6]1.[CH:44]([Cl:45])([Cl:46])[Cl:47].[Cl:48][CH2:49][Cl:50].[c:20]1([P:21]([c:22]2[cH:23][cH:24][cH:25][cH:26][cH:27]2)[c:28]2[cH:29][cH:30][cH:31][cH:32][cH:33]2)[cH:34][cH:35][cH:36][cH:37][cH:38]1>>[CH:1]1([CH2:7][C:8](=[O:9])[NH:10][c:11]2[c:12]([CH2:17][CH2:18][Br:40])[cH:13][cH:14][cH:15][cH:16]2)[CH2:2][CH2:3][CH2:4][CH2:5][CH2:6]1. Reactants: O=C(O)c1cn(C2CC2)c2c(F)c(F)c(F)cc2c1=O, C1CNC2CNCC2C1. The product is O=C(O)c1cn(C2CC2)c2c(F)c(N3CC4CCCNC4C3)c(F)cc2c1=O. Reaction SMILES: [CH:1]1([n:4]2[cH:5][c:6]([C:18](=[O:19])[OH:20])[c:7](=[O:17])[c:8]3[cH:9][c:10]([F:16])[c:11]([F:15])[c:12]([F:14])[c:13]23)[CH2:2][CH2:3]1.[CH:21]12[NH:22][CH2:23][CH2:24][CH2:25][CH:26]1[CH2:27][NH:28][CH2:29]2>>[CH:1]1([n:4]2[cH:5][c:6]([C:18](=[O:19])[OH:20])[c:7](=[O:17])[c:8]3[cH:9][c:10]([F:16])[c:11]([N:28]4[CH2:27][CH:26]5[CH:21]([NH:22][CH2:23][CH2:24][CH2:25]5)[CH2:29]4)[c:12]([F:14])[c:13]23)[CH2:2][CH2:3]1.